From a dataset of the Open Reaction Database (ORD), a public repository of structured organic reaction records. describe an organic reaction: reactants, conditions, products, and yield The reactants are BrC1=NSC(=N1)C1=CC(=C(C=C1)OC(C)C)Cl (3-bromo-5-{3-chloro-4-[(1-methylethyl)oxy]phenyl}-1,2,4-thiadiazole), C(C)C1=C(C=O)C=CC=C1B1OC(C(O1)(C)C)(C)C (2-ethyl-3-(4,4,5,5-tetramethyl-1,3,2-dioxaborolan-2-yl)benzaldehyde), P(=O)([O-])([O-])[O-].[K+].[K+].[K+] (tripotassium phosphate). The reagents and catalysts are C=1C=CC(=CC1)[P](C=2C=CC=CC2)(C=3C=CC=CC3)[Pd]([P](C=4C=CC=CC4)(C=5C=CC=CC5)C=6C=CC=CC6)([P](C=7C=CC=CC7)(C=8C=CC=CC8)C=9C=CC=CC9)[P](C=1C=CC=CC1)(C=1C=CC=CC1)C=1C=CC=CC1 (Pd(Ph3P)4). Run in CN(C=O)C (N,N-dimethylformamide), O (water), C(C)(=O)OCC (ethyl acetate). Run at temperature 120 celsius. Product: ClC=1C=C(C=CC1OC(C)C)C1=NC(=NS1)C=1C(=C(C=O)C=CC1)CC (3-(5-{3-chloro-4-[(1-methylethyl)oxy]phenyl}-1,2,4-thiadiazol-3-yl)-2-ethylbenzaldehyde). Yield: 77.6%. As a reaction SMILES: Br[C:2]1[N:6]=[C:5]([C:7]2[CH:12]=[CH:11][C:10]([O:13][CH:14]([CH3:16])[CH3:15])=[C:9]([Cl:17])[CH:8]=2)[S:4][N:3]=1.[CH2:18]([C:20]1[C:27](B2OC(C)(C)C(C)(C)O2)=[CH:26][CH:25]=[CH:24][C:21]=1[CH:22]=[O:23])[CH3:19].P([O-])([O-])([O-])=O.[K+].[K+].[K+]>CN(C)C=O.O.C(OCC)(=O)C.C1C=CC([P]([Pd]([P](C2C=CC=CC=2)(C2C=CC=CC=2)C2C=CC=CC=2)([P](C2C=CC=CC=2)(C2C=CC=CC=2)C2C=CC=CC=2)[P](C2C=CC=CC=2)(C2C=CC=CC=2)C2C=CC=CC=2)(C2C=CC=CC=2)C2C=CC=CC=2)=CC=1>[Cl:17][C:9]1[CH:8]=[C:7]([C:5]2[S:4][N:3]=[C:2]([C:27]3[C:20]([CH2:18][CH3:19])=[C:21]([CH:24]=[CH:25][CH:26]=3)[CH:22]=[O:23])[N:6]=2)[CH:12]=[CH:11][C:10]=1[O:13][CH:14]([CH3:16])[CH3:15] |f:2.3.4.5,^1:60,62,81,100|. Procedure: To a solution of 3-bromo-5-{3-chloro-4-[(1-methylethyl)oxy]phenyl}-1,2,4-thiadiazole (D43) (500 mg), 2-ethyl-3-(4,4,5,5-tetramethyl-1,3,2-dioxaborolan-2-yl)benzaldehyde (D5) (390 mg) and tripotassium phosphate (954 mg) in N,N-dimethylformamide (DMF) (3 mL) and water (0.75 mL) stirred under nitrogen was added Pd(Ph3P)4 (173 mg). The mixture was sealed and heated under microwave at 120° C. for 15 min. After cooling the reaction, the mixture was diluted with ethyl acetate (50 mL), the organic phase... Reactants: OC1=CC=C(C=C1)C=1SC2=C(C=NC(=C2)OC[C@H](C)NC(C)=O)N1 (N-((2S)-1-((2-(4-hydroxyphenyl)[1,3]thiazolo[4,5-c]pyridin-6-yl)oxy)propan-2-yl)acetamide), [N+](=O)([O-])C1=CC=C(C=C1)S(=O)(=O)OC[C@@H]1C(C1)(F)F (((1R)-2,2-difluorocyclopropyl)methyl 4-nitrobenzenesulfonate). Procedure: Using N-((2S)-1-((2-(4-hydroxyphenyl)[1,3]thiazolo[4,5-c]pyridin-6-yl)oxy)propan-2-yl)acetamide and ((1R)-2,2-difluorocyclopropyl)methyl 4-nitrobenzenesulfonate, and in the same manner as in Example 5, the title compound was obtained. As a reaction SMILES: [OH:1][C:2]1[CH:7]=[CH:6][C:5]([C:8]2[S:9][C:10]3[CH:15]=[C:14]([O:16][CH2:17][C@@H:18]([NH:20][C:21](=[O:23])[CH3:22])[CH3:19])[N:13]=[CH:12][C:11]=3[N:24]=2)=[CH:4][CH:3]=1.[N+](C1C=CC(S(O[CH2:38][C@H:39]2[CH2:41][C:40]2([F:43])[F:42])(=O)=O)=CC=1)([O-])=O>>[F:42][C:40]1([F:43])[CH2:41][C@@H:39]1[CH2:38][O:1][C:2]1[CH:3]=[CH:4][C:5]([C:8]2[S:9][C:10]3[CH:15]=[C:14]([O:16][CH2:17][C@@H:18]([NH:20][C:21](=[O:23])[CH3:22])[CH3:19])[N:13]=[CH:12][C:11]=3[N:24]=2)=[CH:6][CH:7]=1. Product: FC1([C@H](C1)COC1=CC=C(C=C1)C=1SC2=C(C=NC(=C2)OC[C@H](C)NC(C)=O)N1)F (N-((2S)-1-((2-(4-(((1R)-2,2-difluorocyclopropyl)methoxy)phenyl)[1,3]thiazolo[4,5-c]pyridin-6-yl)oxy)propan-2-yl)acetamide). Starting materials: B(Br)(Br)Br (boron tribromide), C1(CC1)C(=O)N1CCC(CC1)C1CCC2=CC=C(C=C12)OC (N-cyclopropylcarbonyl-4-(6-methoxy-indan-1-yl)piperidine). Run in C(Cl)Cl (methylene chloride). Conditions: time 18 hour. The product is C1(CC1)C(=O)N1CCC(CC1)C1CCC2=CC=C(C=C12)O (N-Cyclopropylcarbonyl-4-(6-hydroxy-indan-1-yl)piperidine). Yield: 35.0%. As a reaction SMILES: B(Br)(Br)Br.[CH:5]1([C:8]([N:10]2[CH2:15][CH2:14][CH:13]([CH:16]3[C:24]4[C:19](=[CH:20][CH:21]=[C:22]([O:25]C)[CH:23]=4)[CH2:18][CH2:17]3)[CH2:12][CH2:11]2)=[O:9])[CH2:7][CH2:6]1>C(Cl)Cl>[CH:5]1([C:8]([N:10]2[CH2:15][CH2:14][CH:13]([CH:16]3[C:24]4[C:19](=[CH:20][CH:21]=[C:22]([OH:25])[CH:23]=4)[CH2:18][CH2:17]3)[CH2:12][CH2:11]2)=[O:9])[CH2:6][CH2:7]1. Procedure details: A 1M boron tribromide solution (3 mL, 3 mmol) was added at -78 ° C. to a solution of N-cyclopropylcarbonyl-4-(6-methoxy-indan-1-yl)piperidine (0.45 g, 1.5 mmol) in methylene chloride. After stirring for 18 h the reaction was quenched with water. The organic layer was separated and washed with 1N NaOH solution and concentrated in vacuo. The residue was stirred for 18 h with a mixture of methanol and 1N NaOH. The methanol was removed in vacuo and the solution was made acid with 1N HCl. The insolub... The reactants are C(C=C)(=O)OC (methyl acrylate), C[C@@H]([C@@H](C1=CC=CC=C1)O)N (l-norephedrine), C(C(C)C)=O (isobutyraldehyde). Run in C1(=CC=CC=C1)C (toluene). Run at time 24 hour. Yields the product COC(CCN1C(OC(C1C)C1=CC=CC=C1)C(C)C)=O (4-METHYL-5-PHENYL-2-ISOPROPYL-3-OXAZOLIDINE PROPIONIC ACID METHYLESTER). As a reaction SMILES: [C:1]([O:5][CH3:6])(=[O:4])[CH:2]=[CH2:3].[CH3:7][C@H:8]([NH2:17])[C@H:9]([OH:16])[C:10]1[CH:15]=[CH:14][CH:13]=[CH:12][CH:11]=1.[CH:18](=O)[CH:19]([CH3:21])[CH3:20]>C1(C)C=CC=CC=1>[CH3:6][O:5][C:1](=[O:4])[CH2:2][CH2:3][N:17]1[CH:8]([CH3:7])[CH:9]([C:10]2[CH:11]=[CH:12][CH:13]=[CH:14][CH:15]=2)[O:16][CH:18]1[CH:19]([CH3:21])[CH3:20]. Procedure details: 100 ml. of toluene, 43 g. (0.5 moles) of methyl acrylate and 76 g. (0.5 moles) of l-norephedrine are added to a 500 ml. three neck flask and stirred at room temperature for 24 hours. To the solution is added 50.4 g. (0.7 mole) of isobutyraldehyde and the mixture is heated to remove the water formed, by azeotropic distillation. When no more water can be removed, concentrate and distill. The oxazolidine proprionic acid methylester boils at 140°-160° C./0.5 mm. The yield is 129 g. (87%) n23 d =1.50... The reactants are CCOC(=O)C1CCCN(C(=O)c2ccc(F)cc2)C1, CCO, ClCCl, Cl, [Na+], [OH-]. Yields the product O=C(O)C1CCCN(C(=O)c2ccc(F)cc2)C1. RXN SMILES: [CH2:1]([CH3:2])[O:3][C:4](=[O:5])[CH:6]1[CH2:7][N:8]([C:12]([c:13]2[cH:14][cH:15][c:16]([F:19])[cH:17][cH:18]2)=[O:20])[CH2:9][CH2:10][CH2:11]1.[CH3:25][CH2:26][OH:27].[Cl:22][CH2:23][Cl:24].[ClH:21].[Na+:29].[OH-:28]>>[O:3]=[C:4]([OH:5])[CH:6]1[CH2:7][N:8]([C:12]([c:13]2[cH:14][cH:15][c:16]([F:19])[cH:17][cH:18]2)=[O:20])[CH2:9][CH2:10][CH2:11]1. Yields the product CCN(C)C=Nc1cc(C)c(Oc2ccccc2)cc1C. Reactants: CCN(C)C(OC)OC, Cc1ccccc1, CO, Cc1cc(Oc2ccccc2)c(C)cc1N. RXN SMILES: [CH3:17][O:18][CH:19]([N:20]([CH3:21])[CH2:22][CH3:23])[O:24][CH3:25].[CH3:26][c:27]1[cH:28][cH:29][cH:30][cH:31][cH:32]1.[CH3:33][OH:34].[O:1]([c:2]1[cH:3][cH:4][cH:5][cH:6][cH:7]1)[c:8]1[cH:9][c:10]([CH3:16])[c:11]([NH2:12])[cH:13][c:14]1[CH3:15]>>[O:1]([c:2]1[cH:3][cH:4][cH:5][cH:6][cH:7]1)[c:8]1[cH:9][c:10]([CH3:16])[c:11]([N:12]=[CH:19][N:20]([CH3:21])[CH2:22][CH3:23])[cH:13][c:14]1[CH3:15].